From a dataset of the Open Reaction Database (ORD), a public repository of structured organic reaction records. describe an organic reaction: reactants, conditions, products, and yield Reactants: CC1=C(C=CC(=C1)[N+](=O)[O-])N=C1SC(CN1)(C)C (2-(2-methyl-4-nitrophenylimino)-5,5-dimethyl-1,3-thiazolidine), C(C(C)C)Br (isobutyl bromide). The product is CC1=C(C=CC(=C1)[N+](=O)[O-])N=C1SC(CN1CC(C)C)(C)C (2-(2-methyl-4-nitrophenylimino)-3-isobutyl-5,5-dimethyl-1,3-thiazolidine). RXN SMILES: [CH3:1][C:2]1[CH:7]=[C:6]([N+:8]([O-:10])=[O:9])[CH:5]=[CH:4][C:3]=1[N:11]=[C:12]1[NH:16][CH2:15][C:14]([CH3:18])([CH3:17])[S:13]1.[CH2:19](Br)[CH:20]([CH3:22])[CH3:21]>>[CH3:1][C:2]1[CH:7]=[C:6]([N+:8]([O-:10])=[O:9])[CH:5]=[CH:4][C:3]=1[N:11]=[C:12]1[N:16]([CH2:19][CH:20]([CH3:22])[CH3:21])[CH2:15][C:14]([CH3:18])([CH3:17])[S:13]1. Procedure: 2-Methyl-2-hydroxypropylamine was reacted with SOCl2 followed by 2-methyl-4-nitrophenyl isothiocyanate according to Method C1a to afford 2-(2-methyl-4-nitrophenylimino)-5,5-dimethyl-1,3-thiazolidine. The thiazolidine was reacted with isobutyl bromide according to Method D2g to afford 2-(2-methyl-4-nitrophenylimino)-3-isobutyl-5,5-dimethyl-1,3-thiazolidine. Solvent: [OH-].[Na+] (sodium hydroxide), CO (methanol), CO (methanol). Yields the product C(C1=CC=CC=C1)(=O)NC(=O)NC1CCN(CC1)CC(O)C1COC2=C(O1)C=CC=C2 (1-benzoyl-3-[1-(2-[1,4-benzodioxan-2-yl]-2-hydroxyethyl)piperid-4-yl]-urea). Reported procedure: 1-Benzoyl-3-[1-(2-[1,4-benzodioxan-2-yl]-2-oxoethyl)piperid-4-yl]-urea (7.21 g, 0.017 mol) was suspended in methanol (80 cm3) and was stirred at room temperature. Sodium borohydride (1.0 g, 0.026 mol) in 2N sodium hydroxide (10 cm3) was added dropwise to the stirring solution and then left to stir for a further hour. Water was added and the solid filtered off and dried (5.41 g, 75%). A. T.L.C. of a small portion of the solid was run in freshly prepared toluene: ethanol: 0.880 ammonia (90:10:1 by... Reactants: [BH4-].[Na+] (Sodium borohydride), C(C1=CC=CC=C1)(=O)NC(=O)NC1CCN(CC1)CC(=O)C1COC2=C(O1)C=CC=C2 (1-Benzoyl-3-[1-(2-[1,4-benzodioxan-2-yl]-2-oxoethyl)piperid-4-yl]-urea), Cl (HCl), O (Water). RXN SMILES: [C:1]([NH:9][C:10]([NH:12][CH:13]1[CH2:18][CH2:17][N:16]([CH2:19][C:20]([CH:22]2[O:27][C:26]3[CH:28]=[CH:29][CH:30]=[CH:31][C:25]=3[O:24][CH2:23]2)=[O:21])[CH2:15][CH2:14]1)=[O:11])(=[O:8])[C:2]1[CH:7]=[CH:6][CH:5]=[CH:4][CH:3]=1.[BH4-].[Na+].O.Cl>CO.[OH-].[Na+]>[C:1]([NH:9][C:10]([NH:12][CH:13]1[CH2:14][CH2:15][N:16]([CH2:19][CH:20]([CH:22]2[O:27][C:26]3[CH:28]=[CH:29][CH:30]=[CH:31][C:25]=3[O:24][CH2:23]2)[OH:21])[CH2:17][CH2:18]1)=[O:11])(=[O:8])[C:2]1[CH:3]=[CH:4][CH:5]=[CH:6][CH:7]=1 |f:1.2,6.7|. The reactants are C1CCOC1 (THF), C1(CCCCC1)NC1=C(C=C2C(C(=CN(C2=C1)C1CCCC1)CCC(=O)OCC)=O)F (ethyl 3-[7-(cyclohexylamino)-1-cyclopentyl-6-fluoro-4-oxo-1,4-dihydroquinolin-3-yl]propanoate), [H-].[Al+3].[Li+].[H-].[H-].[H-] (lithium aluminum hydride). Run in O (Water). Reaction conditions: time 2 hour. Yields the product C1(CCCCC1)NC1=C(C=C2C(C(=CN(C2=C1)C1CCCC1)CCCO)=O)F (7-(cyclohexylamino)-1-cyclopentyl-6-fluoro-3-(3-hydroxypropyl)quinolin-4(1H)-one). Isolated yield 79.8%. Reaction SMILES: C1COCC1.[CH:6]1([NH:12][C:13]2[CH:22]=[C:21]3[C:16]([C:17](=[O:35])[C:18]([CH2:28][CH2:29][C:30](OCC)=[O:31])=[CH:19][N:20]3[CH:23]3[CH2:27][CH2:26][CH2:25][CH2:24]3)=[CH:15][C:14]=2[F:36])[CH2:11][CH2:10][CH2:9][CH2:8][CH2:7]1.[H-].[Al+3].[Li+].[H-].[H-].[H-]>O>[CH:6]1([NH:12][C:13]2[CH:22]=[C:21]3[C:16]([C:17](=[O:35])[C:18]([CH2:28][CH2:29][CH2:30][OH:31])=[CH:19][N:20]3[CH:23]3[CH2:27][CH2:26][CH2:25][CH2:24]3)=[CH:15][C:14]=2[F:36])[CH2:7][CH2:8][CH2:9][CH2:10][CH2:11]1 |f:2.3.4.5.6.7|. Procedure: To a 8 ml THF solution of 400 mg of ethyl 3-[7-(cyclohexylamino)-1-cyclopentyl-6-fluoro-4-oxo-1,4-dihydroquinolin-3-yl]propanoate was added 40 mg of lithium aluminum hydride at 0° C., followed by stirring for 2 hours. Water was added to the reaction mixture, followed by and filtration through celite. After evaporation under a reduced pressure, the resulting residue was purified by silica gel column chromatography to obtain 288 mg of 7-(cyclohexylamino)-1-cyclopentyl-6-fluoro-3-(3-hydroxypropyl)q... Conditions: time 10 minute. As a reaction SMILES: [CH3:1][N:2]1[CH:6]([C:7]([OH:9])=O)[CH2:5][N:4]([C:10]2[N:14]([CH3:15])[CH:13]=[N:12][CH:11]=2)[C:3]1=[O:16].C(N1CCOCC1)C.O.ON1C2C=CC=CC=2N=N1.Cl.C(N=C=NCCCN(C)C)C.[Cl:48][C:49]1[CH:54]=[C:53]([Cl:55])[CH:52]=[CH:51][C:50]=1[CH2:56][NH2:57]>ClCCl>[Cl:48][C:49]1[CH:54]=[C:53]([Cl:55])[CH:52]=[CH:51][C:50]=1[CH2:56][NH:57][C:7]([CH:6]1[CH2:5][N:4]([C:10]2[N:14]([CH3:15])[CH:13]=[N:12][CH:11]=2)[C:3](=[O:16])[N:2]1[CH3:1])=[O:9] |f:2.3,4.5|. The solvent is ClCCl (dichloromethane), ClCCl (dichloromethane). Isolated yield 36.0%. Starting materials: CN1C(N(CC1C(=O)O)C1=CN=CN1C)=O (3-methyl-1-(1-methyl-1H-imidazol-5-yl)-2-oxo-4-imidazolidinecarboxylic acid), C(C)N1CCOCC1 (N-ethylmorpholine), O.ON1N=NC2=C1C=CC=C2 (1-hydroxybenzotriazole hydrate), Cl.C(C)N=C=NCCCN(C)C (1-ethyl-3-(3-dimethylaminopropyl)carbodiimide hydrochloride), ClC1=C(C=CC(=C1)Cl)CN (1-(2,4-Dichlorophenyl)methanamine). Procedure details: A solution of 3-methyl-1-(1-methyl-1H-imidazol-5-yl)-2-oxo-4-imidazolidinecarboxylic acid (155 mg, 0.458 mmol) and N-ethylmorpholine (0.348 ml, 2.75 mmol) in dichloromethane (5 ml) was treated with 1-hydroxybenzotriazole hydrate (84 mg, 0.550 mmol) and 1-ethyl-3-(3-dimethylaminopropyl)carbodiimide hydrochloride (88 mg, 0.458 mmol) and stirred at room temperature for 10 minutes. 1-(2,4-Dichlorophenyl)methanamine (81 mg, 0.458 mmol) was then added and the reaction mixture was stirred at room tempe... The product is ClC1=C(C=CC(=C1)Cl)CNC(=O)C1N(C(N(C1)C1=CN=CN1C)=O)C (N-[(2,4-dichlorophenyl)methyl]-3-methyl-1-(1-methyl-1H-imidazol-5-yl)-2-oxo-4-imidazolidinecarboxamide). Reactants: C1(CCCCC1)S (cyclohexylmercaptan), BrC=1C=C(CBr)C=CC1 (3-bromobenzyl bromide), C(=O)([O-])[O-].[K+].[K+] (K2CO3). Solvent: CC(=O)C (acetone). Reaction conditions: time 4 hour. Product: BrC=1C=C(CSC2CCCCC2)C=CC1 ((3-bromobenzyl)(cyclohexyl)sulfane). RXN SMILES: [CH:1]1([SH:7])[CH2:6][CH2:5][CH2:4][CH2:3][CH2:2]1.[Br:8][C:9]1[CH:10]=[C:11]([CH:14]=[CH:15][CH:16]=1)[CH2:12]Br.C([O-])([O-])=O.[K+].[K+]>CC(C)=O>[Br:8][C:9]1[CH:10]=[C:11]([CH:14]=[CH:15][CH:16]=1)[CH2:12][S:7][CH:1]1[CH2:6][CH2:5][CH2:4][CH2:3][CH2:2]1 |f:2.3.4|. Procedure: A mixture of cyclohexylmercaptan (1.09 mL, 8.89 mmol), 3-bromobenzyl bromide (2.22 g, 8.882 mmol) and K2CO3 (2.54 g, 18.38 mmol) in acetone was stirred under argon at room temperature for 4 hrs then filtered. The filtrate was concentrated under reduced pressure. Purification by flash chromatography (0% to 20% EtOAc—hexanes gradient) gave (3-bromobenzyl)(cyclohexyl)sulfane as a colorless oil. Yield (2.02 g, 80%); 1H NMR (400 MHz, CDCl3) δ 7.48 (t, J=1.8 Hz, 1H), 7.33-7.37 (m, 1H), 7.22-7.26 (m, 1... Reactants: CC(C=1CS[C@H]2N(C1C(=O)OC(C1=CC=CC=C1)C1=CC=CC=C1)C([C@H]2NC(CC=2SC=CC2)=O)=O)SC2=NN=NN2 (diphenylmethyl 3-(1-methyltetrazol-5-ylthiomethyl)-7β-(2-thienylacetamido)-ceph-3-em-4-carboxylate), CO (methanol), P(Cl)(Cl)(Cl)(Cl)Cl (phosphorus pentachloride), N1=CC=CC=C1 (pyridine). Solvent: C(Cl)Cl (methylene dichloride), C(Cl)Cl (methylene dichloride), C(Cl)Cl (methylene dichloride). The product is N[C@H]1[C@@H]2N(C(=C(CS2)CSC2=NN=NN2C)C(=O)OC(C2=CC=CC=C2)C2=CC=CC=C2)C1=O (Diphenylmethyl 7β-amino-3-(1-methyltetrazol-5-yl-thiomethyl)-ceph-3-em- 4-carboxylate). The yield is 81.5%. RXN SMILES: P(Cl)(Cl)(Cl)(Cl)Cl.N1C=CC=C[CH:8]=1.C[CH:14]([S:49][C:50]1[NH:54][N:53]=[N:52][N:51]=1)[C:15]1[CH2:16][S:17][C@@H:18]2[C@H:38]([NH:39]C(=O)CC3SC=CC=3)[C:37](=[O:48])[N:19]2[C:20]=1[C:21]([O:23][CH:24]([C:31]1[CH:36]=[CH:35][CH:34]=[CH:33][CH:32]=1)[C:25]1[CH:30]=[CH:29][CH:28]=[CH:27][CH:26]=1)=[O:22].CO>C(Cl)Cl>[NH2:39][C@@H:38]1[C:37](=[O:48])[N:19]2[C:20]([C:21]([O:23][CH:24]([C:31]3[CH:32]=[CH:33][CH:34]=[CH:35][CH:36]=3)[C:25]3[CH:30]=[CH:29][CH:28]=[CH:27][CH:26]=3)=[O:22])=[C:15]([CH2:14][S:49][C:50]3[N:54]([CH3:8])[N:53]=[N:52][N:51]=3)[CH2:16][S:17][C@H:18]12. Procedure details: A suspension of phosphorus pentachloride (416 mg) in dry methylene dichloride (10 ml.) was stirred at 23° and a solution of pyridine (0.16 ml) added. The warm suspension was stirred for 10 minutes, and cooled to 0°, and treated, over 10 minutes, with a solution of diphenylmethyl 3-(1-methyltetrazol-5-ylthiomethyl)-7β-(2-thienylacetamido)-ceph-3-em-4-carboxylate (619 mg) in methylene dichloride (15 ml.). After stirring for a further 45 minutes, during which time the temperature was allowed to ris... Reactants: FC1=C(C=CC(=C1)F)C1(OC1C)CN1N=CN=C1 ((2RS,3RS)-2-(2,4-difluorophenyl)-3-methyl-2-(1H-1,2,4-triazol-1-ylmethyl)oxirane), SCCC(=O)OC (methyl 3-mercaptopropionate), aqueous solution, Cl (hydrochloric acid), C[O-].[Na+].CO (sodium methylate methanol). Run in CO (methanol), O (water). The product is FC1=C(C=CC(=C1)F)C(CN1N=CN=C1)(C(C)S)O ((2RS,3RS)-2-(2,4-difluorophenyl)-3-mercapto-1-[(1H)-1,2,4-triazol-1-yl]-2-butanol). RXN SMILES: [F:1][C:2]1[CH:7]=[C:6]([F:8])[CH:5]=[CH:4][C:3]=1[C:9]1([CH2:13][N:14]2[CH:18]=[N:17][CH:16]=[N:15]2)[CH:11]([CH3:12])[O:10]1.[SH:19]CCC(OC)=O.C[O-].[Na+].CO.Cl>O.CO>[F:1][C:2]1[CH:7]=[C:6]([F:8])[CH:5]=[CH:4][C:3]=1[C:9]([OH:10])([CH:11]([SH:19])[CH3:12])[CH2:13][N:14]1[CH:18]=[N:17][CH:16]=[N:15]1 |f:2.3.4|. Procedure: A methanol (2.0 ml) solution containing (2RS,3RS)-2-(2,4-difluorophenyl)-3-methyl-2-(1H-1,2,4-triazol-1-ylmethyl)oxirane (0.05 g), methyl 3-mercaptopropionate (0.11 ml) and a 28% sodium methylate-methanol solution (0.14 ml) was refluxed for 1.0 hour. The reaction mixture was cooled, to which was added water (10 ml). The mixture was neutralized with 1N aqueous solution of hydrochloric acid, followed by extraction with methylene chloride (5.0 ml×twice). The extract solution was dried over anhydrou...